This data is from the Open Reaction Database (ORD), a public repository of structured organic reaction records. The task is: describe an organic reaction: reactants, conditions, products, and yield Procedure: Piperidine (0.048 mg), and a DMF (0.15 mL) solution of diisopropylcarbodiimide (0.45 mmol) and 1-hydroxybenzotriazole hydrate (0.45 mmol) were added to a DMF (1.0 mL) solution of 1-(4-carboxybenzyl)-4-[[N-(3-(trifluoromethyl)benzoyl)glycyl]aminomethyl]piperidine (0.040 mmol), and the resulting mixture was shaken at room temperature for 17 hours, then loaded onto a Varian™ SCX column and washed with chloroform/methanol=1:1 (5 mL) and methanol (5 mL). The obtained crude product was eluted with a 2... Reaction conditions: time 17 hour. The product is N1(CCCCC1)C(=O)C1=CC=C(CN2CCC(CC2)CNC(CNC(C2=CC(=CC=C2)C(F)(F)F)=O)=O)C=C1 (1-[4-(piperidinocarbonyl)benzyl]-4-[[N-(3-(trifluoromethyl)benzoyl)glycyl]aminomethyl]piperidine). RXN SMILES: [NH:1]1[CH2:6][CH2:5][CH2:4][CH2:3][CH2:2]1.C(N=C=NC(C)C)(C)C.O.ON1C2C=CC=CC=2N=N1.[C:27]([C:30]1[CH:60]=[CH:59][C:33]([CH2:34][N:35]2[CH2:40][CH2:39][CH:38]([CH2:41][NH:42][C:43](=[O:58])[CH2:44][NH:45][C:46](=[O:57])[C:47]3[CH:52]=[CH:51][CH:50]=[C:49]([C:53]([F:56])([F:55])[F:54])[CH:48]=3)[CH2:37][CH2:36]2)=[CH:32][CH:31]=1)(O)=[O:28]>CN(C=O)C>[N:1]1([C:27]([C:30]2[CH:60]=[CH:59][C:33]([CH2:34][N:35]3[CH2:40][CH2:39][CH:38]([CH2:41][NH:42][C:43](=[O:58])[CH2:44][NH:45][C:46](=[O:57])[C:47]4[CH:52]=[CH:51][CH:50]=[C:49]([C:53]([F:54])([F:56])[F:55])[CH:48]=4)[CH2:37][CH2:36]3)=[CH:32][CH:31]=2)=[O:28])[CH2:6][CH2:5][CH2:4][CH2:3][CH2:2]1 |f:2.3|. Starting materials: N1CCCCC1 (Piperidine), C(C)(C)N=C=NC(C)C (diisopropylcarbodiimide), O.ON1N=NC2=C1C=CC=C2 (1-hydroxybenzotriazole hydrate), C(=O)(O)C1=CC=C(CN2CCC(CC2)CNC(CNC(C2=CC(=CC=C2)C(F)(F)F)=O)=O)C=C1 (1-(4-carboxybenzyl)-4-[[N-(3-(trifluoromethyl)benzoyl)glycyl]aminomethyl]piperidine). Run in CN(C)C=O (DMF), CN(C)C=O (DMF). Reactants: [I-], [K+], O=N[O-], Nc1ccc2c(c1)CCCC2=O, [Na+], CC(=O)Nc1ccc2c(c1)CCCC2=O, O, O=S(=O)(O)O, O=S(=O)(O)O. The product is O=C1CCCc2cc(I)ccc21. As a reaction SMILES: [I-:38].[K+:37].[N:33]([O-:34])=[O:35].[NH2:21][c:22]1[cH:23][c:24]2[c:25]([cH:26][cH:27]1)[C:28](=[O:29])[CH2:30][CH2:31][CH2:32]2.[Na+:36].[O:1]=[C:2]1[c:3]2[cH:4][cH:5][c:6]([NH:12][C:13](=[O:14])[CH3:15])[cH:7][c:8]2[CH2:9][CH2:10][CH2:11]1.[OH2:44].[S:16]([OH:17])([OH:18])(=[O:19])=[O:20].[S:39](=[O:40])(=[O:41])([OH:42])[OH:43]>>[O:1]=[C:2]1[c:3]2[cH:4][cH:5][c:6]([I:38])[cH:7][c:8]2[CH2:9][CH2:10][CH2:11]1. Reactants: COC1=C(C=C(C=CC(=O)O)C=C1)OCCCCC (4-Methoxy-3-pentyloxycinnamic acid), O.ON1N=NC2=C1C=CC=C2 (1-hydroxybenzotriazole hydrate), Ice water, C(O)([O-])=O.[Na+] (sodium hydrogencarbonate), CCN=C=NCCCN(C)C.Cl (WSC hydrochloride), N1CCOCC1 (morpholine). The solvent is CN(C)C=O (DMF), C(C)(=O)OCC (ethyl acetate). Reaction conditions: time 12 hour. Product: C(CCCC)OC=1C=C(C=CC1OC)/C=C/C(=O)N1CCOCC1 ((E)-3-(3-pentyloxy-4-methoxyphenyl)-1-morpholin-4-yl-prop-2-en-1-one). The yield is 39.3%. RXN SMILES: [CH3:1][O:2][C:3]1[CH:13]=[CH:12][C:6]([CH:7]=[CH:8][C:9]([OH:11])=O)=[CH:5][C:4]=1[O:14][CH2:15][CH2:16][CH2:17][CH2:18][CH3:19].O.ON1C2C=CC=CC=2N=N1.[NH:31]1[CH2:36][CH2:35][O:34][CH2:33][CH2:32]1.CCN=C=NCCCN(C)C.Cl.C(=O)([O-])O.[Na+]>CN(C=O)C.C(OCC)(=O)C>[CH2:15]([O:14][C:4]1[CH:5]=[C:6](/[CH:7]=[CH:8]/[C:9]([N:31]2[CH2:36][CH2:35][O:34][CH2:33][CH2:32]2)=[O:11])[CH:12]=[CH:13][C:3]=1[O:2][CH3:1])[CH2:16][CH2:17][CH2:18][CH3:19] |f:1.2,4.5,6.7|. Procedure: 4-Methoxy-3-pentyloxycinnamic acid (500 mg, 2.62 mmol, 1 eq) and 1-hydroxybenzotriazole hydrate (371 mg, 2.75 mmol, 1.05 eq) were dissolved in DMF (5 ml), and to this solution were successively added morpholine (684 mg, 7.85 mmol, 3.0 eq) and WSC hydrochloride (526 mg, 2.75 mmol, 1.05 eq) under ice-cooling. The mixture was stirred at room temperature for 12 hours. Ice water (5 ml) and a saturated aqueous sodium hydrogencarbonate solution (5 ml) were successively added to this reaction mixture. T... Reaction SMILES: [C:16](#[N:17])[BH3-:18].[CH3:14][NH2:15].[CH3:1][O:2][c:3]1[cH:4][c:5]2[c:10]([cH:11][cH:12]1)[CH2:9][C:8](=[O:13])[CH2:7][CH2:6]2.[CH3:21][OH:22].[CH3:24][C:25](=[O:26])[OH:27].[ClH:20].[Na+:19].[OH2:23]>>[CH3:1][O:2][c:3]1[cH:4][c:5]2[c:10]([cH:11][cH:12]1)[CH2:9][CH:8]([CH2:16][NH2:17])[CH2:7][CH2:6]2. The reactants are [BH3-]C#N, CN, COc1ccc2c(c1)CCC(=O)C2, CO, CC(=O)O, Cl, [Na+], O. Yields the product COc1ccc2c(c1)CCC(CN)C2. The reactants are product, C(=O)(OCC1=CC=CC=C1)N[C@@H](CC1=CC=CC=C1)C(=O)O (carbobenzoxy-L-phenylalanine), N,N-dicyclohexylcarbodiimide. Solvent: C(Cl)Cl (methylene chloride), C(Cl)Cl (methylene chloride). Reaction conditions: time 10 minute. Yields the product N[C@@H](CC1=CC=CC=C1)C(=O)O (Phenylalanine). Reaction SMILES: C([NH:11][C@H:12]([C:20]([OH:22])=[O:21])[CH2:13][C:14]1[CH:19]=[CH:18][CH:17]=[CH:16][CH:15]=1)(OCC1C=CC=CC=1)=O>C(Cl)Cl>[NH2:11][C@H:12]([C:20]([OH:22])=[O:21])[CH2:13][C:14]1[CH:19]=[CH:18][CH:17]=[CH:16][CH:15]=1. Reported procedure: While maintaining the nitrogen atmosphere, the product of Step (J) above is admixed with 3 fold molar excess of carbobenzoxy-L-phenylalanine [Boc-L-phenylalanine, Peninsula, supra.] dissolved in methylene chloride. The resulting mixture is shaken and after about 10 minutes, 3 fold molar excess of N,N-dicyclohexylcarbodiimide in 15 ml of methylene chloride is added with stirring. The resulting mixture is shaken at room temperature for 4.5 to 5 hours. At the end of this period, the reaction mixtur... Reactants: ClC=1C(=NC=NC1)C(=O)OCC (5-chloro-4-ethoxycarbonylpyrimidine), C[O-].[Na+] (sodium methoxide), COC(=O)C1=NC=NC=C1OC (4-Methoxycarbonyl-5-methoxypyrimidine). Solvent: CO (methanol). The product is COC=1C(=NC(NC1)=C=O)OC (5-methoxy-4-methoxy-carbonylpyrimidine). Reaction SMILES: COC([C:5]1[C:10]([O:11][CH3:12])=[CH:9][N:8]=[CH:7][N:6]=1)=O.ClC1C([C:20](OCC)=[O:21])=NC=NC=1.[CH3:25][O-:26].[Na+]>CO>[CH3:12][O:11][C:10]1[C:5]([O:26][CH3:25])=[N:6][C:7](=[C:20]=[O:21])[NH:8][CH:9]=1 |f:2.3|. Reported procedure: 4-Methoxycarbonyl-5-methoxypyrimidine can be prepared by heating 5-chloro-4-ethoxycarbonylpyrimidine (23 g) with sodium methoxide (15 g) in methanol (230 cc) for 8 hours. The solvent is evaporated off and the residue is suspended in diethyl ether (1000 cc). The suspension is washed with water (50 cc). The organic phase is dried over sodium sulphate, filtered and concentrated to dryness to give 5-methoxy-4-methoxy-carbonylpyrimidine (6 g) melting at 75° C. The reactants are FC1=CC=C(C=C1)Br (4-fluorobromobenzene), Example 13 ( a ), C(CCC)[Li] (n-butyllithium), C[Sn](C)(C)Cl (trimethyltin chloride). The solvent is C(C)OCC (diethyl ether). Product: FC1=CC=C(C=C1)[Sn](C)(C)C (4-flurophenyltrimethyltin). Isolated yield 28.8%. As a reaction SMILES: [F:1][C:2]1[CH:7]=[CH:6][C:5](Br)=[CH:4][CH:3]=1.C([Li])CCC.[CH3:14][Sn:15](Cl)([CH3:17])[CH3:16]>C(OCC)C>[F:1][C:2]1[CH:7]=[CH:6][C:5]([Sn:15]([CH3:17])([CH3:16])[CH3:14])=[CH:4][CH:3]=1. Procedure details: 3.0 g (13 mmol) of 4-fluorobromobenzene, 100 ml of anhydrous diethyl ether, 12 ml (19 mmol) of 1.6 M n-butyllithium (hexane solution) and 3.8 g (19 mmol) of trimethyltin chloride were subjected to reaction, treatment and purification in the same manner as in Example 13 (a) to give 970 mg of 4-flurophenyltrimethyltin as a colorless oil (yield 22%). The reactants are CC(C)(C)OC(=O)N1CCNCC1, O=C(Cl)OCc1ccccc1, CC(C)=O, [Na+], [OH-], O. The product is CC(C)(C)OC(=O)N1CCN(C(=O)OCc2ccccc2)CC1. As a reaction SMILES: [C:1](=[O:2])([O:3][C:4]([CH3:5])([CH3:6])[CH3:7])[N:8]1[CH2:9][CH2:10][NH:11][CH2:12][CH2:13]1.[CH2:14]([c:15]1[cH:16][cH:17][cH:18][cH:19][cH:20]1)[O:21][C:22](=[O:23])[Cl:24].[CH3:28][C:29](=[O:30])[CH3:31].[Na+:26].[OH-:25].[OH2:27]>>[C:1](=[O:2])([O:3][C:4]([CH3:5])([CH3:6])[CH3:7])[N:8]1[CH2:9][CH2:10][N:11]([C:22]([O:21][CH2:14][c:15]2[cH:16][cH:17][cH:18][cH:19][cH:20]2)=[O:23])[CH2:12][CH2:13]1. Starting materials: CC(CNC1=C(C(=O)N)C=C(C(=C1)C)[N+](=O)[O-])CCCCCCCCCCCC (2-methyltetradecylamino-4-methyl-5-nitrobenzamide), Cl (HCl), O (water). Yields the product CC(CNC1=C(C(=O)O)C=C(C(=C1)C)[N+](=O)[O-])CCCCCCCCCCCC (2-methyltetradecylamino-4-methyl-5-nitrobenzoic acid). RXN SMILES: [CH3:1][CH:2]([CH2:18][CH2:19][CH2:20][CH2:21][CH2:22][CH2:23][CH2:24][CH2:25][CH2:26][CH2:27][CH2:28][CH3:29])[CH2:3][NH:4][C:5]1[CH:13]=[C:12]([CH3:14])[C:11]([N+:15]([O-:17])=[O:16])=[CH:10][C:6]=1[C:7](N)=[O:8].Cl.[OH2:31]>>[CH3:1][CH:2]([CH2:18][CH2:19][CH2:20][CH2:21][CH2:22][CH2:23][CH2:24][CH2:25][CH2:26][CH2:27][CH2:28][CH3:29])[CH2:3][NH:4][C:5]1[CH:13]=[C:12]([CH3:14])[C:11]([N+:15]([O-:17])=[O:16])=[CH:10][C:6]=1[C:7]([OH:31])=[O:8]. Reported procedure: A mixture of 21.9 grams 2-methyltetradecylamino-4-methyl-5-nitrobenzamide, 60.0 ml water, and 90.0 ml concentrated HCl was heated with stirring at reflux temperature for 16 hours, and then cooled, filtered, washed with water and vacuum dried. The crude product was digested with hot petroleum ether (b.p. = 70-100°), which was cooled and filtered, and the filter cake dried in air overnight. The product was recrystallized from a 3:1 ethanol-water mixture and then recrystallized again from petroleum...